This data is from the Open Reaction Database (ORD), a public repository of structured organic reaction records. The task is: describe an organic reaction: reactants, conditions, products, and yield Starting materials: C(=O)(O)C(CCC1=CC=CC=C1)NC1C(NC2=C(CC1)C=CC=C2)=O (3-(1-carboxy-3-phenylpropylamino)-2,3,4,5-tetrahydro-1H-1-benzazepin-2-one), BrCC#N (bromoacetonitrile), [H-].[Na+] (sodium hydride). Run in CN(C=O)C (dimethylformamide). The product is C(=O)(O)C(CCC1=CC=CC=C1)NC1C(N(C2=C(CC1)C=CC=C2)CC#N)=O (3-(1-carboxy-3-phenylpropylamino)-1-cyanomethyl-2,3,4,5-tetrahydro-1H-1-benzazepin-2-one). RXN SMILES: [C:1]([CH:4]([NH:13][CH:14]1[CH2:20][CH2:19][C:18]2[CH:21]=[CH:22][CH:23]=[CH:24][C:17]=2[NH:16][C:15]1=[O:25])[CH2:5][CH2:6][C:7]1[CH:12]=[CH:11][CH:10]=[CH:9][CH:8]=1)([OH:3])=[O:2].Br[CH2:27][C:28]#[N:29].[H-].[Na+]>CN(C)C=O>[C:1]([CH:4]([NH:13][CH:14]1[CH2:20][CH2:19][C:18]2[CH:21]=[CH:22][CH:23]=[CH:24][C:17]=2[N:16]([CH2:27][C:28]#[N:29])[C:15]1=[O:25])[CH2:5][CH2:6][C:7]1[CH:12]=[CH:11][CH:10]=[CH:9][CH:8]=1)([OH:3])=[O:2] |f:2.3|. Procedure: 3-(1-carboxy-3-phenylpropylamino)-2,3,4,5-tetrahydro-1H-1-benzazepin-2-one is alkylated with bromoacetonitrile in dimethylformamide solution in the presence of sodium hydride to yield after work-up, 3-(1-carboxy-3-phenylpropylamino)-1-cyanomethyl-2,3,4,5-tetrahydro-1H-1-benzazepin-2-one, used directly in the next step. Starting materials: C(C)(=O)[O-] (acetate), ClC1=CC2=C(N(C(=N2)CCCCCCCCCCCCCCCCC)CCCN(C)C)C=C1 (3-(5-Chloro-2-heptadecyl-1H-benzimidazol-1-yl)-N,N-dimethyl-1-propanamine). Run in C(C)(=O)OCC (ethyl acetate). Run at time 10 minute. Product: Cl.ClC1=CC2=C(N(C(=N2)CCCCCCCCCCCCCCCCC)CCCN(C)C)C=C1 (3-(5-Chloro-2-heptadecyl-1H-benzimidazol-1-yl)-N,N-dimethyl-1-propanamine monohydrochloride). Isolated yield 169.6%. As a reaction SMILES: C([O-])(=O)C.[Cl:5][C:6]1[CH:37]=[CH:36][C:9]2[N:10]([CH2:30][CH2:31][CH2:32][N:33]([CH3:35])[CH3:34])[C:11]([CH2:13][CH2:14][CH2:15][CH2:16][CH2:17][CH2:18][CH2:19][CH2:20][CH2:21][CH2:22][CH2:23][CH2:24][CH2:25][CH2:26][CH2:27][CH2:28][CH3:29])=[N:12][C:8]=2[CH:7]=1>C(OCC)(=O)C>[ClH:5].[Cl:5][C:6]1[CH:37]=[CH:36][C:9]2[N:10]([CH2:30][CH2:31][CH2:32][N:33]([CH3:35])[CH3:34])[C:11]([CH2:13][CH2:14][CH2:15][CH2:16][CH2:17][CH2:18][CH2:19][CH2:20][CH2:21][CH2:22][CH2:23][CH2:24][CH2:25][CH2:26][CH2:27][CH2:28][CH3:29])=[N:12][C:8]=2[CH:7]=1 |f:3.4|. Procedure details: 4N Hydrochloric acidlethyl acetate solution (0.24 ml) was added to a solution containing 3-(5-Chloro-2-heptadecyl-1H-benzimidazol-1-yl)-N,N-dimethyl-1-propanamine (0.46 g) in ethyl acetate (5 ml). After being stirred for 10 minutes at room temperature, the reaction mixture was concentrated. The residue was recrystallized with the mixed solution of ethanol-ethyl acetate, thereby yielding the entitled compound (0.42 g) as white solid. Starting materials: CN1CC=2N(C3=C(C1=O)C=CC=C3)C=NC2 (4,5-dihydro-5-methyl-6H-imidazo[1,5-a][1,4]benzodiazepin-6 -one), BrN1C(CCC1=O)=O (N-bromosuccinimide), O (water). Run in CN(C=O)C (dimethylformamide). Reaction conditions: time 35 minute. Yields the product BrC=1N=CN2C1CN(C(C1=C2C=CC=C1)=O)C (3-bromo-4,5-dihydro-5-methyl-6H-imidazo[1,5-a][1,4]benzodiazepin-6-one). Reaction SMILES: [CH3:1][N:2]1[C:8](=[O:9])[C:7]2[CH:10]=[CH:11][CH:12]=[CH:13][C:6]=2[N:5]2[CH:14]=[N:15][CH:16]=[C:4]2[CH2:3]1.[Br:17]N1C(=O)CCC1=O.O>CN(C)C=O>[Br:17][C:16]1[N:15]=[CH:14][N:5]2[C:6]3[CH:13]=[CH:12][CH:11]=[CH:10][C:7]=3[C:8](=[O:9])[N:2]([CH3:1])[CH2:3][C:4]=12. Procedure details: 20 g (93.8 mmol) of 4,5-dihydro-5-methyl-6H-imidazo[1,5-a][1,4]benzodiazepin-6 -one in 100 ml of dimethylformamide are treated with 17.5 g (98 mmol) of N-bromosuccinimide and stirred at room temperature for 35 minutes. The solution is poured into water and extracted twice with chloroform. The chloroform extracts are washed several times with water, dried over magnesium sulphate and evaporated. After recrystallization from ethyl acetate, the residue yields 3-bromo-4,5-dihydro-5-methyl-6H-imidazo[... The reactants are C(=O)([O-])[O-].[K+].[K+] (K2CO3), CC(=CCC/C(=C/CC/C(=C/CSC[C@@H](C(=O)O)N)/C)/C)C (trans-Farnesyl-L-cysteine), C(=O)([O-])[O-].[K+].[K+] (K2CO3), C=C1C(OC(C1)=O)=O (3-methylenedihydro-2,5-furandione), Cl (HCl). Solvent: C1CCOC1 (THF). Reaction conditions: time 3 hour. Product: C(=O)(O)[C@H](CSC\C=C(\CC\C=C(\CCC=C(C)C)/C)/C)NC(CC(C(=O)O)=C)=O (4-((R)-1-carboxy-2-((2E,6E)-3,7,11-trimethyldodeca-2,6,10-trienylthio)ethylamino)-2-methylene-4-oxobutanoic acid). Reaction SMILES: [CH3:1][C:2]([CH3:22])=[CH:3][CH2:4][CH2:5]/[C:6](/[CH3:21])=[CH:7]/[CH2:8][CH2:9]/[C:10](/[CH3:20])=[CH:11]/[CH2:12][S:13][CH2:14][C@H:15]([NH2:19])[C:16]([OH:18])=[O:17].C([O-])([O-])=O.[K+].[K+].[CH2:29]=[C:30]1[CH2:34][C:33](=[O:35])[O:32][C:31]1=[O:36].Cl>C1COCC1>[C:16]([C@@H:15]([NH:19][C:33](=[O:35])[CH2:34][C:30](=[CH2:29])[C:31]([OH:36])=[O:32])[CH2:14][S:13][CH2:12]/[CH:11]=[C:10](\[CH3:20])/[CH2:9][CH2:8]/[CH:7]=[C:6](\[CH3:21])/[CH2:5][CH2:4][CH:3]=[C:2]([CH3:22])[CH3:1])([OH:18])=[O:17] |f:1.2.3|. Reported procedure: S-trans, trans-Farnesyl-L-cysteine (500 mg, 1.54 mmol) was dissolved in mixture of THF and a first portion of K2CO3 (3 mmol) and the resulting solution was cooled to 5° C. with vigorous stirring. To this stirred solution was added 3-methylenedihydro-2,5-furandione (302 mg, 3.07 mmol) portionwise while maintaining the pH at 9.0-10.0 with another portion of K2CO3 (3 mmol). The mixture was stirred at room temperature for 3 h. HPLC analysis showed completion of the reaction. The pH of the reaction m... Starting materials: COC(CN(C=1C=C2C=C(C(OC2=CC1OCC1=CC=CC=C1)=O)OC)S(NC(=O)OC(C)(C)C)(=O)=O)=O (N-(t-butoxycarbonylsulfamoyl)-N-(7-benzyloxy-3-methoxy-2-oxo-2H-chromen-6-yl)glycine methyl ester). Solvent: C(Cl)Cl.C(=O)(C(F)(F)F)O (CH2Cl2 TFA). Product: COC(CN(C=1C=C2C=C(C(OC2=CC1OCC1=CC=CC=C1)=O)OC)S(N)(=O)=O)=O (N-sulfamoyl-N-(7-benzyloxy-3-methoxy-2-oxo-2H-chromen-6-yl)glycine methyl ester). As a reaction SMILES: [CH3:1][O:2][C:3](=[O:38])[CH2:4][N:5]([S:27](=[O:37])(=[O:36])[NH:28]C(OC(C)(C)C)=O)[C:6]1[CH:7]=[C:8]2[C:13](=[CH:14][C:15]=1[O:16][CH2:17][C:18]1[CH:23]=[CH:22][CH:21]=[CH:20][CH:19]=1)[O:12][C:11](=[O:24])[C:10]([O:25][CH3:26])=[CH:9]2>C(Cl)Cl.C(O)(C(F)(F)F)=O>[CH3:1][O:2][C:3](=[O:38])[CH2:4][N:5]([S:27](=[O:37])(=[O:36])[NH2:28])[C:6]1[CH:7]=[C:8]2[C:13](=[CH:14][C:15]=1[O:16][CH2:17][C:18]1[CH:23]=[CH:22][CH:21]=[CH:20][CH:19]=1)[O:12][C:11](=[O:24])[C:10]([O:25][CH3:26])=[CH:9]2 |f:1.2|. Procedure details: A solution of N-(t-butoxycarbonylsulfamoyl)-N-(7-benzyloxy-3-methoxy-2-oxo-2H-chromen-6-yl)glycine methyl ester (0.550 g, 1 mmol) in 40 mL of CH2Cl2/TFA (3:1) is stirred for 40 min at ambient temperature. The solvent is removed under reduced pressure. Methylene chloride is added to the residue and the solvent removed under reduced pressure (4×). The residue is purified by flash chromatography using CH2Cl2/EtOAc (4:1) to afford N-sulfamoyl-N-(7-benzyloxy-3-methoxy-2-oxo-2H-chromen-6-yl)glycine me... The product is C(=O)(OC(C)(C)C)N1CC(CC1)N (N-Boc-3-aminopyrrolidine). Procedure: After 2.5 hours in reaction, 0.625 g of N-Boc-3-pyrrolidinone, 0.91 g of D-glucose, 1.8 g of L-alanine, and 3.3 mg of pyridoxal phosphate were added. Further, after five hours in reaction, 0.625 g of N-Boc-3-pyrrolidinone, 0.91 g of D-glucose, and 3.3 mg of pyridoxal phosphate were added. Furthermore, after nine hours in reaction, 0.25 g of N-Boc-3-pyrrolidinone, 0.36 g of D-glucose, 19 mg of NAD+, and 3.3 mg of pyridoxal phosphate were added. During the reaction, the reaction liquid was sampled... Reactants: C(=O)(OC(C)(C)C)N1CC(CC1)=O (N-Boc-3-pyrrolidinone), O=C[C@H](O)[C@@H](O)[C@H](O)[C@H](O)CO (D-glucose), N[C@@H](C)C(=O)O (L-alanine), CC1=C(C(=C(C=N1)COP(=O)(O)O)C=O)O (pyridoxal phosphate), C(=O)(OC(C)(C)C)N1CC(CC1)=O (N-Boc-3-pyrrolidinone), O=C[C@H](O)[C@@H](O)[C@H](O)[C@H](O)CO (D-glucose), CC1=C(C(=C(C=N1)COP(=O)(O)O)C=O)O (pyridoxal phosphate), C(=O)(OC(C)(C)C)N1CC(CC1)=O (N-Boc-3-pyrrolidinone), O=C[C@H](O)[C@@H](O)[C@H](O)[C@H](O)CO (D-glucose), C1=CC(=C[N+](=C1)[C@H]2[C@@H]([C@@H]([C@H](O2)COP(=O)(O)OP(=O)(O)OC[C@@H]3[C@H]([C@H]([C@@H](O3)N4C=NC5=C4N=CN=C5N)O)O)O)O)C(=O)N (NAD+), CC1=C(C(=C(C=N1)COP(=O)(O)O)C=O)O (pyridoxal phosphate). RXN SMILES: [C:1]([N:8]1[CH2:12][CH2:11][C:10](=O)[CH2:9]1)([O:3][C:4]([CH3:7])([CH3:6])[CH3:5])=[O:2].O=C[C@@H]([C@H]([C@@H]([C@@H](CO)O)O)O)O.[NH2:26][C@H](C(O)=O)C.CC1N=CC(COP(O)(O)=O)=C(C=O)C=1O.C1C=[N+]([C@@H]2O[C@H](COP(OP(OC[C@H]3O[C@@H](N4C5N=CN=C(N)C=5N=C4)[C@H](O)[C@@H]3O)(O)=O)(O)=O)[C@@H](O)[C@H]2O)C=C(C(N)=O)C=1>>[C:1]([N:8]1[CH2:12][CH2:11][CH:10]([NH2:26])[CH2:9]1)([O:3][C:4]([CH3:7])([CH3:6])[CH3:5])=[O:2]. Starting materials: CC(C)(Br)C(=O)c1ccc(F)cc1F, C1CCOC1, CCOCC, CCCCCC, COc1ccc(CS)cc1, [H-], [Na+], O. Product: COc1ccc(CSC(C)(C)C(=O)c2ccc(F)cc2F)cc1. Reaction SMILES: [Br:13][C:14]([C:15](=[O:16])[c:17]1[c:18]([F:24])[cH:19][c:20]([F:23])[cH:21][cH:22]1)([CH3:25])[CH3:26].[CH2:32]1[O:33][CH2:34][CH2:35][CH2:36]1.[CH3:27][CH2:28][O:29][CH2:30][CH3:31].[CH3:37][CH2:38][CH2:39][CH2:40][CH2:41][CH3:42].[CH3:3][O:4][c:5]1[cH:6][cH:7][c:8]([CH2:11][SH:12])[cH:9][cH:10]1.[H-:1].[Na+:2].[OH2:43]>>[CH3:3][O:4][c:5]1[cH:6][cH:7][c:8]([CH2:11][S:12][C:14]([C:15](=[O:16])[c:17]2[c:18]([F:24])[cH:19][c:20]([F:23])[cH:21][cH:22]2)([CH3:25])[CH3:26])[cH:9][cH:10]1. Conditions: temperature 100 celsius. Yield: 38.1%. The solvent is CN(C)C=O (DMF), CCOC(=O)C (EtOAc). The product is CSC1=NC=CC(=N1)N1CCC2=CC=CC=C12 (1-(2-methylsulfanyl-pyrimidin-4-yl)-2,3-dihydro-1H-indole). Reported procedure: A mixture of 4-chloro-2-methylthiopyrimidine (4.02 g, 25 mmol), 2,3-dihydro-1H-indole (4.0 mL, 36 mmol) and N,N-diisopropyl ethyl amine (4 mL, 22 mmol) in DMF (10 mL) was heated to 100° C. under N2 for 16 h. The solidified reaction mixture was cooled, diluted with EtOAc, and filtered. The collected solids were dissolved in DCM and MeOH and recrystallized from DCM/EtOAc to give 1-(2-methylsulfanyl-pyrimidin-4-yl)-2,3-dihydro-1H-indole (2.32 g, 38% yield) as a light-yellow solid. MS=244[M+H]+. Starting materials: ClC1=NC(=NC=C1)SC (4-chloro-2-methylthiopyrimidine), N1CCC2=CC=CC=C12 (2,3-dihydro-1H-indole), C(C)(C)N(C(C)C)CC (N,N-diisopropyl ethyl amine). Reaction SMILES: Cl[C:2]1[CH:7]=[CH:6][N:5]=[C:4]([S:8][CH3:9])[N:3]=1.[NH:10]1[C:18]2[C:13](=[CH:14][CH:15]=[CH:16][CH:17]=2)[CH2:12][CH2:11]1.C(N(CC)C(C)C)(C)C>CN(C=O)C.CCOC(C)=O>[CH3:9][S:8][C:4]1[N:3]=[C:2]([N:10]2[C:18]3[C:13](=[CH:14][CH:15]=[CH:16][CH:17]=3)[CH2:12][CH2:11]2)[CH:7]=[CH:6][N:5]=1. The reactants are Brc1ncc(Br)n2ccnc12, CCN(C(C)C)C(C)C, CC(C)O, Nc1ccc(OCCN2CCOCC2)cc1. The product is Brc1cnc(Nc2ccc(OCCN3CCOCC3)cc2)c2nccn12. RXN SMILES: [Br:26][c:27]1[cH:28][n:29][c:30]([Br:36])[c:31]2[n:32]1[cH:33][cH:34][n:35]2.[CH:17]([N:18]([CH2:19][CH3:20])[CH:21]([CH3:22])[CH3:23])([CH3:24])[CH3:25].[CH:37]([OH:38])([CH3:39])[CH3:40].[O:1]1[CH2:2][CH2:3][N:4]([CH2:7][CH2:8][O:9][c:10]2[cH:11][cH:12][c:13]([NH2:16])[cH:14][cH:15]2)[CH2:5][CH2:6]1>>[O:1]1[CH2:2][CH2:3][N:4]([CH2:7][CH2:8][O:9][c:10]2[cH:11][cH:12][c:13]([NH:16][c:30]3[n:29][cH:28][c:27]([Br:26])[n:32]4[c:31]3[n:35][cH:34][cH:33]4)[cH:14][cH:15]2)[CH2:5][CH2:6]1. Starting materials: ClC1=CC=C(C=C1)C1=NN(C(N1CC(=O)OCC)=O)CC(=O)NC(C)(C1=CC(=CC=C1)C(F)(F)F)C (ethyl {3-(4-chlorophenyl)-1-[2-({1-methyl-1-[3-(trifluoromethyl)phenyl]-ethyl}amino)-2-oxoethyl]-5-oxo-1,5-dihydro-4H-1,2,4-triazol-4-yl}-acetate), [OH-].[Li+] (lithium hydroxide). The solvent is CO (methanol). Reaction conditions: time 24 hour. The product is ClC1=CC=C(C=C1)C1=NN(C(N1CC(=O)O)=O)CC(=O)NC(C)(C1=CC(=CC=C1)C(F)(F)F)C (3-(4-chlorophenyl)-1-[2-(1-methyl-1-[3-(trifluoromethyl)phenyl]ethylamino)-2-oxoethyl]-5-oxo-1,5-dihydro-4H-1,2,4-triazol-4-yl-acetic acid). Reaction SMILES: [Cl:1][C:2]1[CH:7]=[CH:6][C:5]([C:8]2[N:12]([CH2:13][C:14]([O:16]CC)=[O:15])[C:11](=[O:19])[N:10]([CH2:20][C:21]([NH:23][C:24]([CH3:36])([C:26]3[CH:31]=[CH:30][CH:29]=[C:28]([C:32]([F:35])([F:34])[F:33])[CH:27]=3)[CH3:25])=[O:22])[N:9]=2)=[CH:4][CH:3]=1.[OH-].[Li+]>CO>[Cl:1][C:2]1[CH:7]=[CH:6][C:5]([C:8]2[N:12]([CH2:13][C:14]([OH:16])=[O:15])[C:11](=[O:19])[N:10]([CH2:20][C:21]([NH:23][C:24]([CH3:36])([C:26]3[CH:31]=[CH:30][CH:29]=[C:28]([C:32]([F:33])([F:34])[F:35])[CH:27]=3)[CH3:25])=[O:22])[N:9]=2)=[CH:4][CH:3]=1 |f:1.2|. Reported procedure: 237 mg (0.45 mmol) of ethyl {3-(4-chlorophenyl)-1-[2-({1-methyl-1-[3-(trifluoromethyl)phenyl]-ethyl}amino)-2-oxoethyl]-5-oxo-1,5-dihydro-4H-1,2,4-triazol-4-yl}-acetate from Example 429 are dissolved in 3 ml of methanol and treated with 0.9 ml of 1 N aqueous lithium hydroxide solution. This is stirred for 24 hrs at RT. The reaction mixture is then concentrated under reduced pressure. 5 ml of water are added, and the mixture is acidified with 1 ml of 1 N hydrochloric acid and extracted twice with ...